Dataset: the Open Reaction Database (ORD), a public repository of structured organic reaction records. Task: describe an organic reaction: reactants, conditions, products, and yield The reactants are ClC=1C2=C(N=CN1)CC[C@H]2C ((R)-4-chloro-5-methyl-6,7-dihydro-5H-cyclopenta[d]pyrimidine), C(C1=CC=CC=C1)N1CCC2(CC1)CNC1=CC=CC(=C12)C(C)O (1-(1′-benzylspiro[indoline-3,4′-piperidine]-4-yl)ethanol), C(=O)([O-])[O-].[Cs+].[Cs+] (Cs2CO3), CC1(C2=C(C(=CC=C2)P(C3=CC=CC=C3)C4=CC=CC=C4)OC5=C(C=CC=C51)P(C6=CC=CC=C6)C7=CC=CC=C7)C (Xantphos). Reagents/catalysts: CC(=O)[O-].CC(=O)[O-].[Pd+2] (Pd(OAc)2). The solvent is C1(=CC=CC=C1)C (toluene). Conditions: temperature 100 celsius, time 8 hour. Yields the product NH4, C(C1=CC=CC=C1)N1CCC2(CC1)CN(C1=CC=CC(=C12)C(C)O)C=1C2=C(N=CN1)CC[C@H]2C (1-(1′-benzyl-1-((R)-5-methyl-6,7-dihydro-5H-cyclopenta[d]pyrimidin-4-yl)spiro[indoline-3,4′-piperidine]-4-yl)ethanol). Yield: 31.2%. As a reaction SMILES: CC1(C)C2C(=C(P(C3C=CC=CC=3)C3C=CC=CC=3)C=CC=2)OC2C(P(C3C=CC=CC=3)C3C=CC=CC=3)=CC=CC1=2.Cl[C:44]1[C:45]2[C@H:52]([CH3:53])[CH2:51][CH2:50][C:46]=2[N:47]=[CH:48][N:49]=1.[CH2:54]([N:61]1[CH2:66][CH2:65][C:64]2([C:74]3[C:69](=[CH:70][CH:71]=[CH:72][C:73]=3[CH:75]([OH:77])[CH3:76])[NH:68][CH2:67]2)[CH2:63][CH2:62]1)[C:55]1[CH:60]=[CH:59][CH:58]=[CH:57][CH:56]=1.C([O-])([O-])=O.[Cs+].[Cs+]>CC([O-])=O.CC([O-])=O.[Pd+2].C1(C)C=CC=CC=1>[CH2:54]([N:61]1[CH2:66][CH2:65][C:64]2([C:74]3[C:69](=[CH:70][CH:71]=[CH:72][C:73]=3[CH:75]([OH:77])[CH3:76])[N:68]([C:44]3[C:45]4[C@H:52]([CH3:53])[CH2:51][CH2:50][C:46]=4[N:47]=[CH:48][N:49]=3)[CH2:67]2)[CH2:63][CH2:62]1)[C:55]1[CH:60]=[CH:59][CH:58]=[CH:57][CH:56]=1 |f:3.4.5,6.7.8|. Reported procedure: A flask was charged with Pd(OAc)2 (0.0027 g, 0.012 mmol) and Xantphos (0.010 g, 0.018 mmol) and purged with nitrogen. The flask was then charged with (R)-4-chloro-5-methyl-6,7-dihydro-5H-cyclopenta[d]pyrimidine (0.022 g, 0.13 mmol), 1-(1′-benzylspiro[indoline-3,4′-piperidine]-4-yl)ethanol (0.047 g, 0.12 mmol), Cs2CO3 (0.058 g, 0.18 mmol), and toluene (0.6 mL). The reaction was purged with nitrogen and heated to 100° C. for 3 hours. Additional (R)-4-chloro-5-methyl-6,7-dihydro-5H-cyclopenta[d]pyr... Reactants: [BH4-], CC(C)(C)OC(=O)COc1cccc(CN)c1, CO, [Na+], O=Cc1ccc(-c2nccs2)cc1. Product: CC(C)(C)OC(=O)COc1cccc(CNCc2ccc(-c3nccs3)cc2)c1. As a reaction SMILES: [BH4-:31].[C:1]([CH3:2])([CH3:3])([CH3:4])[O:5][C:6]([CH2:7][O:8][c:9]1[cH:10][c:11]([CH2:15][NH2:16])[cH:12][cH:13][cH:14]1)=[O:17].[CH3:33][OH:34].[Na+:32].[s:18]1[c:19](-[c:23]2[cH:24][cH:25][c:26]([CH:27]=[O:28])[cH:29][cH:30]2)[n:20][cH:21][cH:22]1>>[C:1]([CH3:2])([CH3:3])([CH3:4])[O:5][C:6]([CH2:7][O:8][c:9]1[cH:10][c:11]([CH2:15][NH:16][CH2:27][c:26]2[cH:25][cH:24][c:23](-[c:19]3[s:18][cH:22][cH:21][n:20]3)[cH:30][cH:29]2)[cH:12][cH:13][cH:14]1)=[O:17].